From a dataset of the Open Reaction Database (ORD), a public repository of structured organic reaction records. describe an organic reaction: reactants, conditions, products, and yield Starting materials: C(CCC)[Li] (n-Butyllithium), BrC1=CC=C(C=C1)S(=O)(=O)NCCOC (4-bromo-N-[2-(methoxy)ethyl]benzenesulfonamide), C(C)(C)OB(OC(C)C)OC(C)C (triisopropylborate). The solvent is C1CCOC1 (THF). Conditions: temperature -78 celsius, time 3 hour. The product is COCCNS(=O)(=O)C1=CC=C(C=C1)B(O)O ([4-({[2-(methoxy)ethyl]amino}sulfonyl)phenyl]boronic acid). The yield is 89.8%. Reaction SMILES: C([Li])CCC.Br[C:7]1[CH:12]=[CH:11][C:10]([S:13]([NH:16][CH2:17][CH2:18][O:19][CH3:20])(=[O:15])=[O:14])=[CH:9][CH:8]=1.C([O:24][B:25](OC(C)C)[O:26]C(C)C)(C)C>C1COCC1>[CH3:20][O:19][CH2:18][CH2:17][NH:16][S:13]([C:10]1[CH:11]=[CH:12][C:7]([B:25]([OH:26])[OH:24])=[CH:8][CH:9]=1)(=[O:15])=[O:14]. Procedure details: n-Butyllithium (2.5M in hexanes, 8.36 mL, 20.89 mmol) was added dropwise to a solution of 4-bromo-N-[2-(methoxy)ethyl]benzenesulfonamide (0.5 g, 1.72 mmol) and triisopropylborate (4.8 mL, 20.89 mmol) in THF (15 mL) at −78° C. The mixture was stirred at −78° C. for 3 h and allowed to warm up to ambient temperature, stirred at ambient temperature overnight. The mixture was quenched with water (5 mL) and concentrated. The crude product was purified by chromatography on a silica gel column using 0 t...